This data is from the Open Reaction Database (ORD), a public repository of structured organic reaction records. The task is: describe an organic reaction: reactants, conditions, products, and yield Starting materials: NC1=NC=CC=C1 (2-aminopyridine), ClCC(CC(=O)OCC)=O (ethyl chloroacetoacetate), O (water). The solvent is CS(=O)C (DMSO). Conditions: temperature 100 celsius, time 1 hour. Yields the product N=1C(=CN2C1C=CC=C2)CC(=O)OCC (Ethyl 2-(imidazo[1,2-a]pyridin-2-yl)acetate). The yield is 10.1%. RXN SMILES: [NH2:1][C:2]1[CH:7]=[CH:6][CH:5]=[CH:4][N:3]=1.Cl[CH2:9][C:10](=O)[CH2:11][C:12]([O:14][CH2:15][CH3:16])=[O:13].O>CS(C)=O>[N:1]1[C:10]([CH2:11][C:12]([O:14][CH2:15][CH3:16])=[O:13])=[CH:9][N:3]2[CH:4]=[CH:5][CH:6]=[CH:7][C:2]=12. Reported procedure: 2-aminopyridine (500 mg, 5.31 mmol) and ethyl chloroacetoacetate (870 mg, 5.31 mmol) were dissolved in DMSO and heated to 100° C. for 1 h under inert atmosphere. After 1 h, water added to reaction mixture followed by Work-up (H2O/AcOEt) and purification on 60-120 mesh silicagel using AcOEt and petroleum ether (30:70) gave the title compound (110 mg) as a brown liquid. 1H-NMR (δ ppm, CDCl3, 400 MHz): 8.06 (d, J 6.7, 1H), 7.59 (s, 1H), 7.55 (d, J 9.4, 1H), 7.14 (t, J 7.9, 1H), 6.75 (t, J 6.7, 1H),...